Dataset: the Open Reaction Database (ORD), a public repository of structured organic reaction records. Task: describe an organic reaction: reactants, conditions, products, and yield Starting materials: CC(C)(C)OC(=O)NC(COCCNC(=O)OCc1ccccc1)C(=O)O, C1CCNC1. The product is CC(C)(C)OC(=O)NC(COCCNC(=O)OCc1ccccc1)C(=O)N1CCCC1. RXN SMILES: [CH2:1]([c:2]1[cH:3][cH:4][cH:5][cH:6][cH:7]1)[O:8][C:9](=[O:10])[NH:11][CH2:12][CH2:13][O:14][CH2:15][CH:16]([NH:17][C:18](=[O:19])[O:20][C:21]([CH3:22])([CH3:23])[CH3:24])[C:25](=[O:26])[OH:27].[CH2:28]1[CH2:29][CH2:30][NH:31][CH2:32]1>>[CH2:1]([c:2]1[cH:3][cH:4][cH:5][cH:6][cH:7]1)[O:8][C:9](=[O:10])[NH:11][CH2:12][CH2:13][O:14][CH2:15][CH:16]([NH:17][C:18](=[O:19])[O:20][C:21]([CH3:22])([CH3:23])[CH3:24])[C:25](=[O:27])[N:31]1[CH2:30][CH2:29][CH2:28][CH2:32]1. The reactants are COC(C1=CC(=C(C=C1)O)O)=O (3,4-dihydroxybenzoic acid methyl ester), C[O-].[Na+] (sodium methoxide), BrCCBr (1,2-dibromoethane). The solvent is CO (methanol). Yields the product COC(C1=CC2=C(C=C1)OCCO2)=O (3,4-ethylenedioxybenzoic acid methyl ester). Reaction SMILES: [CH3:1][O:2][C:3](=[O:12])[C:4]1[CH:9]=[CH:8][C:7]([OH:10])=[C:6]([OH:11])[CH:5]=1.C[O-].[Na+].Br[CH2:17][CH2:18]Br>CO>[CH3:1][O:2][C:3](=[O:12])[C:4]1[CH:9]=[CH:8][C:7]2[O:10][CH2:17][CH2:18][O:11][C:6]=2[CH:5]=1 |f:1.2|. Reported procedure: A solution of 4.20 g. of 3,4-dihydroxybenzoic acid methyl ester in 10.0 ml. of methanol is combined with 7.0 g. of sodium methoxide and then 15.0 g. of 1,2-dibromoethane is added. The resulting mixture is refluxed under nitrogen for 24 hours, then cooled, filtered, evaporated in vacuo and the resulting oil dissolved in 50 ml. of chloroform. The resulting solution after again filtering is chromatographed over 100 ml. of silica gel eluting with chloroform to obtain 3,4-ethylenedioxybenzoic acid me... As a reaction SMILES: [ClH:1].[NH2:2][C:3]1[S:4][C:5]([CH2:8][CH2:9]O)=[CH:6][N:7]=1.S(Cl)([Cl:13])=O>C(Cl)(Cl)Cl>[Cl:13][CH2:9][CH2:8][C:5]1[S:4][C:3]([NH2:2])=[N:7][CH:6]=1.[ClH:1] |f:0.1|. Starting materials: Cl.NC=1SC(=CN1)CCO (2-amino-5-thiazoleethanol, monohydrochloride), S(=O)(Cl)Cl (thionyl chloride). Reported procedure: To a suspension of 14.73 g of 2-amino-5-thiazoleethanol, monohydrochloride (Example B) in 200 ml of chloroform is added rapidly 50 ml of thionyl chloride. The mixture is refluxed for 30 minutes, cooled to room temperature, filtered through a pad of Celite, concentrated to a brown oily solid, and crystallized from ethanol-diethyl ether to give 5-(2-chloroethyl)-2-thiazolamine as the monohydrochloride salt; mp 145°-147° C. The product is ClCCC1=CN=C(S1)N (5-(2-chloroethyl)-2-thiazolamine), Cl (monohydrochloride). The solvent is C(Cl)(Cl)Cl (chloroform). Starting materials: C(C)(C)(C)OC(NCC1CCN(CC1)C1=CC=C(C=C1)C(F)(F)F)=O ([1-(4-trifluoromethyl-phenyl)-piperidin-4-ylmethyl]-carbamic acid tert-butyl ester), [H-].[Al+3].[Li+].[H-].[H-].[H-] (lithium aluminium hydride), ice, Cl (HCl). Solvent: O1CCCC1 (tetrahydrofuran), O1CCCC1 (tetrahydrofuran). Reaction conditions: temperature 100 celsius. Yields the product CNCC1CCN(CC1)C1=CC=C(C=C1)C(F)(F)F (methyl-[1-(4-trifluoromethyl-phenyl)-piperidin-4-ylmethyl]-amine). Isolated yield 51.6%. As a reaction SMILES: C(O[C:6](=O)[NH:7][CH2:8][CH:9]1[CH2:14][CH2:13][N:12]([C:15]2[CH:20]=[CH:19][C:18]([C:21]([F:24])([F:23])[F:22])=[CH:17][CH:16]=2)[CH2:11][CH2:10]1)(C)(C)C.[H-].[Al+3].[Li+].[H-].[H-].[H-].Cl>O1CCCC1>[CH3:6][NH:7][CH2:8][CH:9]1[CH2:14][CH2:13][N:12]([C:15]2[CH:16]=[CH:17][C:18]([C:21]([F:24])([F:22])[F:23])=[CH:19][CH:20]=2)[CH2:11][CH2:10]1 |f:1.2.3.4.5.6|. Reported procedure: A solution of [1-(4-trifluoromethyl-phenyl)-piperidin-4-ylmethyl]-carbamic acid tert-butyl ester (45 g; 126 mmol, prepared in accordance with Example 55) in tetrahydrofuran (450 mL) was added over 7 min to a molar solution of lithium aluminium hydride in tetrahydrofuran (377 mL). The resulting mixture was heated to 100° C., and then maintained at that temperature for 195 min. Afterward, the mixture was allowed to cool to room temperature and then poured onto a mixture of ice (500 g) and of 2 N a... Procedure: N-Boc-5-benzyloxyanthranilic acid, benzyl ester (70 g, 161 mmol) was added to a 1.4 M HCl/ethyl acetate solution (prepared by the addition of methanol to acetyl chloride and subsequent dilution with ethyl acetate). The reaction mixture was stirred at room temperature for 21 hours. After cooling to 0° C., the reaction was gently stirred for an additional 2 hours. The crystalline product was filtered off and washed with 50 ml of cold ethyl acetate. Trace solvents were removed under high vacuum to ... Reactants: C(=O)(OC(C)(C)C)NC=1C(C(=O)OCC2=CC=CC=C2)=CC(=CC1)OCC1=CC=CC=C1 (N-Boc-5-benzyloxyanthranilic acid, benzyl ester), Cl.C(C)(=O)OCC (HCl ethyl acetate), CO (methanol), C(C)(=O)Cl (acetyl chloride). The yield is 86.0%. Reaction conditions: time 21 hour. As a reaction SMILES: C([NH:8][C:9]1[C:10](=[CH:21][C:22]([O:25][CH2:26][C:27]2[CH:32]=[CH:31][CH:30]=[CH:29][CH:28]=2)=[CH:23][CH:24]=1)[C:11]([O:13][CH2:14][C:15]1[CH:20]=[CH:19][CH:18]=[CH:17][CH:16]=1)=[O:12])(OC(C)(C)C)=O.Cl.C(OCC)(=O)C.CO.C([Cl:45])(=O)C>C(OCC)(=O)C>[ClH:45].[CH2:26]([O:25][C:22]1[CH:21]=[C:10]([C:11]([O:13][CH2:14][C:15]2[CH:16]=[CH:17][CH:18]=[CH:19][CH:20]=2)=[O:12])[C:9]([NH2:8])=[CH:24][CH:23]=1)[C:27]1[CH:28]=[CH:29][CH:30]=[CH:31][CH:32]=1 |f:1.2,6.7|. Yields the product Cl.C(C1=CC=CC=C1)OC1=CC=C(C(C(=O)OCC2=CC=CC=C2)=C1)N (5-benzyloxyanthranilic acid, benzyl ester, hydrochloride). Solvent: C(C)(=O)OCC (ethyl acetate). Starting materials: ClC(=O)OCC(C)C (isobutyl chloroformate), C(CC)N (n-propylamine), 44.64, C(C1=CC=CC=C1)OC(=O)N[C@H](C)C(=O)O (benzyloxycarbonyl-D-alanine), CN1CCOCC1 (N-methylmorpholine). Run in O1CCCC1 (tetrahydrofuran). Run at temperature -30 celsius. Yields the product C(CC)NC([C@H](NC(=O)OCC1=CC=CC=C1)C)=O (benzyloxycarbonyl-D-alanine n-propylamide). RXN SMILES: [CH2:1]([O:8][C:9]([NH:11][C@@H:12]([C:14]([OH:16])=O)[CH3:13])=[O:10])[C:2]1[CH:7]=[CH:6][CH:5]=[CH:4][CH:3]=1.CN1CCOCC1.ClC(OCC(C)C)=O.[CH2:32]([NH2:35])[CH2:33][CH3:34]>O1CCCC1>[CH2:32]([NH:35][C:14](=[O:16])[C@@H:12]([CH3:13])[NH:11][C:9]([O:8][CH2:1][C:2]1[CH:3]=[CH:4][CH:5]=[CH:6][CH:7]=1)=[O:10])[CH2:33][CH3:34]. Procedure details: to a solution of 44.64 parts of benzyloxycarbonyl-D-alanine in 276 parts of tetrahydrofuran is added 2.02 parts of N-methylmorpholine. The resulting solution is cooled to about -30° C. and 25.4 parts of isobutyl chloroformate is added with stirring. After stirring for about 5 minutes, 13.0 parts of n-propylamine is added and the mixture stirred for a further 10 minutes. The mixture is cooled overnight and then concentrated under reduced pressure to a syrup. This residue is dissolved in methylene... Yield: 48.4%. The solvent is C(C)O (ethanol). Product: ClC1=C(C=C(C=C1)CNC1CCC(CC1)OC=1C(=C2C=CN=CC2=CC1)Cl)S(=O)(=O)N (2-Chloro-5-{[4-(5-chloro-isoquinolin-6-yloxy)-cyclohexylamino]-methyl}-benzenesulfonamide). The reactants are ClC1=C(C=C(C=C1)CN[C@@H]1CC[C@@H](CC1)OC=1C(=C2C=CN=CC2=CC1)Cl)S(=O)(=O)N=CN(C)C (2-Chloro-5-{cis-[4-(5-chloro-isoquinolin-6-yloxy)-cyclohexylamino]-methyl}-N-dimethylaminomethylene-benzenesulfonamide), [OH-].[Na+] (NaOH). Run at temperature 65 celsius, time 5 hour. Reaction SMILES: [Cl:1][C:2]1[CH:7]=[CH:6][C:5]([CH2:8][NH:9][C@H:10]2[CH2:15][CH2:14][C@@H:13]([O:16][C:17]3[C:18]([Cl:27])=[C:19]4[C:24](=[CH:25][CH:26]=3)[CH:23]=[N:22][CH:21]=[CH:20]4)[CH2:12][CH2:11]2)=[CH:4][C:3]=1[S:28]([N:31]=CN(C)C)(=[O:30])=[O:29].[OH-].[Na+]>C(O)C>[Cl:1][C:2]1[CH:7]=[CH:6][C:5]([CH2:8][NH:9][CH:10]2[CH2:15][CH2:14][CH:13]([O:16][C:17]3[C:18]([Cl:27])=[C:19]4[C:24](=[CH:25][CH:26]=3)[CH:23]=[N:22][CH:21]=[CH:20]4)[CH2:12][CH2:11]2)=[CH:4][C:3]=1[S:28]([NH2:31])(=[O:30])=[O:29] |f:1.2|. Procedure details: 53 mg 2-Chloro-5-{cis-[4-(5-chloro-isoquinolin-6-yloxy)-cyclohexylamino]-methyl}-N-dimethylaminomethylene-benzenesulfonamide (74) were dissolved in 5 ml ethanol. 2 ml 2N NaOH were added and the mixture was heated to 65° C. After 5 h, the solvent was removed i. vac., the residue was dissolved in H2O and neutralized by adding 1 N HCl. The precipitate was filtered and dried, to yield 23 mg of the title compound as hydrochloride. Rt=0.89 min (Method #1). Detected mass: 480.2/484.2 (M+H+).